From a dataset of the Open Reaction Database (ORD), a public repository of structured organic reaction records. describe an organic reaction: reactants, conditions, products, and yield Starting materials: C(C)(C)(C)OC(=O)N1[C@@H](CC(C1)=NOC)C(=O)O ((2S,4EZ)-1-(tert-butoxycarbonyl)-4-(methoxyimino)-2-pyrrolidinecarboxylic acid), CC1=C(C(=CC=C1)C)C1=CC=C(C=C1)C(=O)O (2′,6′-dimethyl[1,1′-biphenyl]-4-carboxylic acid), CO (methanol). Product: CC1=C(C(=CC=C1)C)C1=CC=C(C=C1)C(=O)N1[C@@H](CC(C1)=NOC)C(=O)OC (Methyl (2S,4EZ)-1-[(2′,6′-dimethyl[1,1′-biphenyl]-4-yl)carbonyl]-4-(methoxyimino)-2-pyrrolidinecarboxylate). As a reaction SMILES: C(O[C:6]([N:8]1[CH2:12][C:11](=[N:13][O:14][CH3:15])[CH2:10][C@H:9]1[C:16]([OH:18])=[O:17])=[O:7])(C)(C)C.[CH3:19][C:20]1[CH:25]=[CH:24][CH:23]=[C:22]([CH3:26])[C:21]=1[C:27]1[CH:32]=[CH:31][C:30](C(O)=O)=[CH:29][CH:28]=1.[CH3:36]O>>[CH3:19][C:20]1[CH:25]=[CH:24][CH:23]=[C:22]([CH3:26])[C:21]=1[C:27]1[CH:32]=[CH:31][C:30]([C:6]([N:8]2[CH2:12][C:11](=[N:13][O:14][CH3:15])[CH2:10][C@H:9]2[C:16]([O:18][CH3:36])=[O:17])=[O:7])=[CH:29][CH:28]=1. Procedure: Following the general method as outlined in Example 11, starting from (2S,4EZ)-1-(tert-butoxycarbonyl)-4-(methoxyimino)-2-pyrrolidinecarboxylic acid, 2′,6′-dimethyl[1,1′-biphenyl]-4-carboxylic acid, and methanol, the title compound was isolated as a mixture of two isomers in 88.3% purity by HPLC. Run in C(C)#N (acetonitrile), ice water. The reactants are C([O-])(O)=O.[Na+] (sodium bicarbonate), [Cl-].[Na+] (sodium chloride), B(F)(F)F.CCOCC (boron trifluoride etherate), [Si](C)(C)(C(C)(C)C)O[C@H](C)[C@H]1C(N[C@@H]1C(C)C(=S)C1=CC=CC=C1)=O ((3S,4S)-3-[(1R)-1-t-butyldimethylsilyloxyethyl]-4-[(1RS)-1-(phenylthiocarbonyl)ethyl]-2-azetidinone). Procedure details: 1.3 ml of boron trifluoride etherate were added to a solution of 1.37 g of (3S,4S)-3-[(1R)-1-t-butyldimethylsilyloxyethyl]-4-[(1RS)-1-(phenylthiocarbonyl)ethyl]-2-azetidinone in 33 ml of acetonitrile, cooled in ice-water, and the mixture was stirred for 15 minutes at 0° to 5° C. 2.94 g of sodium bicarbonate were added to the reaction mixture, then a saturated aqueous sodium chloride solution was added, and the mixture was extracted with ethyl acetate. The organic layer was washed with saturated ... As a reaction SMILES: B(F)(F)F.CCOCC.[Si]([O:17][C@@H:18]([C@@H:20]1[C@@H:23]([CH:24]([C:26]([C:28]2[CH:33]=[CH:32][CH:31]=[CH:30][CH:29]=2)=[S:27])[CH3:25])[NH:22][C:21]1=[O:34])[CH3:19])(C(C)(C)C)(C)C.C(=O)(O)[O-].[Na+].[Cl-].[Na+]>C(#N)C>[OH:17][C@@H:18]([C@@H:20]1[C@@H:23]([CH:24]([C:26]([C:28]2[CH:29]=[CH:30][CH:31]=[CH:32][CH:33]=2)=[S:27])[CH3:25])[NH:22][C:21]1=[O:34])[CH3:19] |f:0.1,3.4,5.6|. Yield: 99.4%. Run at time 15 minute. The product is O[C@H](C)[C@H]1C(N[C@@H]1C(C)C(=S)C1=CC=CC=C1)=O ((3S,4S)-3-[(1R)-1-hydroxyethyl]-4-[(1RS)-1-(phenylthiocarbonyl)ethyl]-2-azetidinone). Starting materials: C1(CCC1)N1CCN(CC1)C(=O)C=1C=C2C=C(NC2=CC1)C(=O)N1CCC(CC1)(F)F ([5-(4-Cyclobutyl-piperazine-1-carbonyl)-1H-indol-2-yl]-(4,4-difluoro-piperidin-1-yl)-methanone), [H-].[Na+] (sodium hydride), CS(=O)(=O)OCC(F)(F)F (2,2,2-trifluoroethyl methanesulfonate). Solvent: CN(C=O)C (N,N-dimethylformamide). The product is C1(CCC1)N1CCN(CC1)C(=O)C=1C=C2C=C(N(C2=CC1)CC(F)(F)F)C(=O)N1CCC(CC1)(F)F ([5-(4-Cyclobutyl-piperazine-1-carbonyl)-1-(2,2,2-trifluoro-ethyl)-1H-indol-2-yl]-(4,4-difluoro-piperidin-1-yl)-methanone). Isolated yield 50.0%. Reaction SMILES: [CH:1]1([N:5]2[CH2:10][CH2:9][N:8]([C:11]([C:13]3[CH:14]=[C:15]4[C:19](=[CH:20][CH:21]=3)[NH:18][C:17]([C:22]([N:24]3[CH2:29][CH2:28][C:27]([F:31])([F:30])[CH2:26][CH2:25]3)=[O:23])=[CH:16]4)=[O:12])[CH2:7][CH2:6]2)[CH2:4][CH2:3][CH2:2]1.[H-].[Na+].CS(O[CH2:39][C:40]([F:43])([F:42])[F:41])(=O)=O>CN(C)C=O>[CH:1]1([N:5]2[CH2:6][CH2:7][N:8]([C:11]([C:13]3[CH:14]=[C:15]4[C:19](=[CH:20][CH:21]=3)[N:18]([CH2:39][C:40]([F:43])([F:42])[F:41])[C:17]([C:22]([N:24]3[CH2:25][CH2:26][C:27]([F:30])([F:31])[CH2:28][CH2:29]3)=[O:23])=[CH:16]4)=[O:12])[CH2:9][CH2:10]2)[CH2:2][CH2:3][CH2:4]1 |f:1.2|. Procedure details: The title compound was synthesized in analogy to example 51, from [5-(4-cyclobutyl-piperazine-1-carbonyl)-1H-indol-2-yl]-(4,4-difluoro-piperidin-1-yl)-methanone (example 41), sodium hydride and 2,2,2-trifluoroethyl methanesulfonate in N,N-dimethylformamide, to give the desired product as a colorless foam (50%). Reactants: O.C1(=CC=C(C=C1)S(=O)(=O)O)C (p-toluenesulfonic acid monohydrate), CC([C@H](CCO)O)(\C(=C\C)\CC)C ((S)-(E)-4,4-Dimethyl-5-ethyl-5-heptene-1,3-diol), C([O-])(O)=O.[Na+] (sodium bicarbonate). Reagents/catalysts: S(=O)(=O)([O-])[O-].[Cu+2] (copper sulfate), N1=CC=CC=C1 (pyridine). Solvent: CC(=O)C (acetone). Conditions: time 24 hour. The product is CC1(OCC[C@H](O1)/C(=C(/C(C)C)\CC)/C)C ((S)-(E)-4-(2,2-Dimethyl-[1,3]dioxan-4-yl)-3-ethyl-2-methyl-pent-3-ene). The yield is 90.0%. RXN SMILES: O.[C:2]1(C)[CH:7]=CC(S(O)(=O)=O)=C[CH:3]=1.C[C:14]([CH3:25])(/[C:20](/[CH2:23][CH3:24])=[CH:21]/[CH3:22])[C@@H:15]([OH:19])[CH2:16][CH2:17][OH:18].[C:26](=O)(O)[O-].[Na+]>CC(C)=O.S([O-])([O-])(=O)=O.[Cu+2].N1C=CC=CC=1>[CH3:3][C:2]1([CH3:7])[O:19][C@H:15](/[C:14](/[CH3:25])=[C:20](\[CH2:21][CH3:22])/[CH:23]([CH3:24])[CH3:26])[CH2:16][CH2:17][O:18]1 |f:0.1,3.4,6.7|. Procedure details: Anhydrous copper sulfate (478 mg, 3.0 mmol, 1.5 equiv), p-toluenesulfonic acid monohydrate (76 mg, 0.4 mmol, 0.2 equiv), and pyridine (24 μl, 0.3 mmol, 0.15 equiv) are added to a solution of (S)-(E)-4,4-dimethyl-5-ethyl-heptane-1,3-diol 28 (372 mg, 2.0 mmol) in acetone (30 ml). The mixture is stirred for 24 h at r.t. Saturated aqueous sodium bicarbonate solution (40 ml) is added, and the aqueous layer is extracted with diethyl ether (4×60 ml). The combined organic extracts are dred over magnesiu... Starting materials: C(C(O)=O)(F)(F)F, c1c(nn2c1c(nc(c2)c1cnn(c1)C)O)C(=O)O. The reagents and catalysts are c1ccc(cc1)-c2c3ccccc3cc4ccccc24 (9-Phenylanthracene). The solvent is C(=O)(C(F)(F)F)O (Trifluoroacetic acid). Run at temperature 150 celsius, time 18 hour. The product is Cn1cc(cn1)c2cn3nccc3c(O)n2. Reaction SMILES: [CH3:1][n:2]1[n:6][cH:5][c:4]([c:7]2[n:16][c:14]([OH:15])[c:13]([n:9]3[cH:8]2)[cH:12][c:11](C(O)=O)[n:10]3)[cH:3]1>>[CH3:1][n:2]1[n:6][cH:5][c:4]([c:7]2[n:16][c:14]([OH:15])[c:13]([n:9]3[cH:8]2)[cH:12][cH:11][n:10]3)[cH:3]1. Reactants: C(C)OC(C)O[C@@H]1OC=C([C@@H]2[C@H]1[C@H](CC2)C)C(=O)OC (Methyl (1S, 4aS, 7S, 7aR)-1-[1-(ethoxy)ethoxy]-7-methyl-1, 4a, 5, 6, 7, 7a-hexahydrocyclopenta[c]pyran-4-carboxylate), B.[Na] (sodium boron hydride). The reagents and catalysts are [Ni](Cl)Cl (nickel chloride). The solvent is C(C)O (ethanol), C(C)O (ethanol). Run at temperature 80 celsius, time 3 hour. Product: OC1OCC([C@@H]2[C@H]1[C@H](CC2)C)C(=O)OC (methyl (4aS, 7S, 7aR)-1, 3, 4, 4a, 5, 6, 7, 7a-octahydro-1-hydroxy-7-methylcyclopenta[c]pyran-4-carboxylate). Isolated yield 64.0%. RXN SMILES: C(OC([O:6][C@H:7]1[C@@H:12]2[C@@H:13]([CH3:16])[CH2:14][CH2:15][C@@H:11]2[C:10]([C:17]([O:19][CH3:20])=[O:18])=[CH:9][O:8]1)C)C.B.[Na]>C(O)C.[Ni](Cl)Cl>[OH:6][CH:7]1[C@@H:12]2[C@@H:13]([CH3:16])[CH2:14][CH2:15][C@@H:11]2[CH:10]([C:17]([O:19][CH3:20])=[O:18])[CH2:9][O:8]1 |f:1.2,^1:21|. Procedure details: Methyl (1S, 4aS, 7S, 7aR)-1-[1-(ethoxy)ethoxy]-7-methyl-1, 4a, 5, 6, 7, 7a-hexahydrocyclopenta[c]pyran-4-carboxylate (1.0 g, 0.0035 mol) obtained in Example 4 was dissolved in 20 ml of ethanol suspending nickel chloride (1.14 g), and 10 ml of an ethanol solution of sodium boron hydride (830 mg, 0.021 mol) was added. Thereafter, the reaction solution was stirred at 80° C. for 3 hours under heat-reflux. The reaction mixture solution was filtered by a celite, and was once concentrated under a reduc... The reactants are O (Water), CC(=CCO)C (3-methyl-2-buten-1-ol), [H-].[Na+] (sodium hydride), ClC=1C(=NSN1)C=1C=NC=CC1 (3-(4-chloro-1,2,5-thiadiazol-3-yl)pyridine). Procedure: To a solution of 3-methyl-2-buten-1-ol (780 mg, 9 mmol) and sodium hydride (310 mg, 9 mmol) in dry tetrahydrofuran was added a solution of 3-(4-chloro-1,2,5-thiadiazol-3-yl)pyridine (590 mg, 3 mmol) in dry tetrahydrofuran. The reaction mixture was stirred at room temperature for 0.3 h. Water was added and the mixture was extracted with ether. The ether phase was dried and evaporated to give the title compound. Run at time 0.3 hour. Reaction SMILES: [CH3:1][C:2]([CH3:6])=[CH:3][CH2:4][OH:5].[H-].[Na+].Cl[C:10]1[C:11]([C:15]2[CH:16]=[N:17][CH:18]=[CH:19][CH:20]=2)=[N:12][S:13][N:14]=1.O>O1CCCC1>[CH3:1][C:2]([CH3:6])=[CH:3][CH2:4][O:5][C:10]1[C:11]([C:15]2[CH:16]=[N:17][CH:18]=[CH:19][CH:20]=2)=[N:12][S:13][N:14]=1 |f:1.2|. Yields the product CC(=CCOC=1C(=NSN1)C=1C=NC=CC1)C (3-(4-(3-methyl-2-butenyloxy)-1,2,5-thiadiazol-3-yl) pyridine). Solvent: O1CCCC1 (tetrahydrofuran), O1CCCC1 (tetrahydrofuran). Starting materials: C[Mg]Cl (methyl magnesium chloride), C(OCC)(OCC)OCC (triethyl orthoformate), ClCCCCC#C (6-chloro-1-hexyne), [Cl-].[NH4+] (ammonium chloride). Run in C(C)(=O)O (acetic acid), C1(=CC=CC=C1)C (toluene), O (water), O1CCCC1 (tetrahydrofuran). Reaction conditions: temperature 47.5 celsius, time 1 hour. Yields the product ClCCCCC#CC(OCC)OCC (7-chloro-1,1-diethoxy-2-heptyne). Yield: 61.0%. As a reaction SMILES: C[Mg]Cl.[Cl:4][CH2:5][CH2:6][CH2:7][CH2:8][C:9]#[CH:10].[CH:11](OCC)([O:15][CH2:16][CH3:17])[O:12][CH2:13][CH3:14].[Cl-].[NH4+]>O1CCCC1.C1(C)C=CC=CC=1.O.C(O)(=O)C>[Cl:4][CH2:5][CH2:6][CH2:7][CH2:8][C:9]#[C:10][CH:11]([O:15][CH2:16][CH3:17])[O:12][CH2:13][CH3:14] |f:3.4|. Procedure details: In a reactor equipped with a stirrer, a cooling condenser, a dropping funnel and a thermometer was placed a solution of methyl magnesium chloride (89.7 g:1.2 mol) in tetrahydrofuran (370.0 g), and stirred at a solution temperature of from 45 to 50° C. The 6-chloro-1-hexyne (116.6 g:1.0 mol) was dropwise added thereto at a reaction mixture temperature of from 50 to 60° C. over one hour, and then stirred at from 60 to 65° C. for 5 hours. A solution of triethyl orthoformate (177.8 g:1.2 mol) in tol... The reactants are COC(=O)c1cc(C)oc1C, ClCCl, CC(C)C[AlH]CC(C)C. The product is Cc1cc(CO)c(C)o1. RXN SMILES: [C:1](=[O:2])([O:3][CH3:4])[c:5]1[c:6]([CH3:11])[o:7][c:8]([CH3:10])[cH:9]1.[CH2:21]([Cl:22])[Cl:23].[CH3:12][CH:13]([CH2:14][AlH:15][CH2:16][CH:17]([CH3:18])[CH3:19])[CH3:20]>>[CH2:1]([OH:2])[c:5]1[c:6]([CH3:11])[o:7][c:8]([CH3:10])[cH:9]1.